describe an organic reaction: reactants, conditions, products, and yield From a dataset of the Open Reaction Database (ORD), a public repository of structured organic reaction records. Isolated yield 92.4%. Product: C(C)(=O)OC1OCC(C1)OCC1=CC=CC=C1 (4-(benzyloxy)tetrahydrofuran-2-yl acetate). RXN SMILES: [CH2:1]([O:8][CH:9]1[CH2:13][O:12][C:11](=[O:14])[CH2:10]1)[C:2]1[CH:7]=[CH:6][CH:5]=[CH:4][CH:3]=1.CC(C[AlH]CC(C)C)C.C1(C)C=CC=CC=1.N1C=CC=CC=1.[CH3:37][C:38](OC(C)=O)=[O:39].[NH4+].[Cl-]>C(Cl)Cl.CN(C)C1C=CN=CC=1.C(OCC)(=O)C.CCCCCC>[C:38]([O:14][CH:11]1[CH2:10][CH:9]([O:8][CH2:1][C:2]2[CH:3]=[CH:4][CH:5]=[CH:6][CH:7]=2)[CH2:13][O:12]1)(=[O:39])[CH3:37] |f:1.2,5.6,9.10|. Conditions: temperature -78 celsius, time 2 hour. Run in C(C)(=O)OCC.CCCCCC (ethyl acetate hexane), C(Cl)Cl (CH2Cl2). The reagents and catalysts are CN(C1=CC=NC=C1)C (4-(dimethylamino)pyridine). The reactants are [NH4+].[Cl-] (NH4Cl), C(C1=CC=CC=C1)OC1CC(OC1)=O (4-(benzyloxy)dihydrofuran-2(3H)-one), CC(C)C[AlH]CC(C)C.C1(=CC=CC=C1)C (DIBAL-H toluene), N1=CC=CC=C1 (pyridine), CC(=O)OC(=O)C (Ac2O). Procedure: To a stirred solution of 4-(benzyloxy)dihydrofuran-2(3H)-one (3.15 g, 16.39 mmol) in CH2Cl2 (100 mL) was added, dropwise, 1M DIBAL-H/toluene (2.56 g, 18.03 mmol) over 10 min at −78° C. After 2 h, pyridine (3.98 mL, 49.2 mmol), solid 4-(dimethylamino)pyridine (DMAP) (2.202 g, 18.03 mmol) and Ac2O (6.19 mL, 65.6 mmol) were added and the solution was stirred for 6 h at −78° C. and slowly warmed to room temperature overnight (15 h). The resulting orange reaction mixture was stirred with sat. NH4Cl (...